The task is: describe an organic reaction: reactants, conditions, products, and yield. This data is from the Open Reaction Database (ORD), a public repository of structured organic reaction records. The product is ClCC(=O)OC(/C=C/C1=CC(=CC=C1)OC1=CC=CC=C1)C ((±)-(E)-1-(3-Phenoxyphenyl)but-1-en-3-yl chloroacetate). Reactants: O(C1=CC=CC=C1)C=1C=C(C=CC1)\C=C\C(C)O ((±) (E)-1-(3-Phenoxyphenyl)but-1-en-3-ol), CCOCC (Ether), ClCC(=O)O (chloroacetic acid), C1CCC(CC1)N=C=NC2CCCCC2 (DCC). Run in C(Cl)Cl (methylene chloride). The yield is 99.2%. Reaction SMILES: [O:1]([C:8]1[CH:9]=[C:10](/[CH:14]=[CH:15]/[CH:16]([OH:18])[CH3:17])[CH:11]=[CH:12][CH:13]=1)[C:2]1[CH:7]=[CH:6][CH:5]=[CH:4][CH:3]=1.[Cl:19][CH2:20][C:21](O)=[O:22].C1CCC(N=C=NC2CCCCC2)CC1.CCOCC>C(Cl)Cl.CN(C1C=CN=CC=1)C>[Cl:19][CH2:20][C:21]([O:18][CH:16]([CH3:17])/[CH:15]=[CH:14]/[C:10]1[CH:11]=[CH:12][CH:13]=[C:8]([O:1][C:2]2[CH:3]=[CH:4][CH:5]=[CH:6][CH:7]=2)[CH:9]=1)=[O:22]. Run at time 5 minute. Reagents/catalysts: CN(C)C=1C=CN=CC1 (DMAP). Procedure: The product from step (b) (12.01 g) and chloroacetic acid (5 g) were taken up in methylene chloride, DCC (15 g) was added, and the mixture stirred for 5 minutes. DMAP (0.5 g) was then added, causing the mixture to boil, and the mixture stirred for 1 hour. Ether (200 ml) was then added, the mixture filtered, and the filtrate washed with satd. aqu. NaHCO3, 2 M aqu. HCl, and satd. aqu. NaCl, dried over MgSO4 and stripped. The residue was taken up in ether/pet.ether (1:1, 100 ml). filtered, and stri... Run at temperature 40 celsius, time 7 hour. Procedure: A mixture of 4.9 gm of 2-chloro-4-nitro-5-phenoxy-1-(2,5-dichloro-4-bromo-phenoxy)-benzene, 1.8 gm of allylamine and 10 ml of dioxane was stirred first for 7 hours at 40° C. and then for 3 hours at 60° C. Thereafter, the reaction solution was evaporated, the residue was taken up in chloroform, and the resulting solution was washed first with an acid solution and then with an alkaline solution, dried with sodium sulfate and evaporated. The raw reaction product thus obtained (5.6 gm) was purified ... Reactants: ClC1=C(C=C(C(=C1)[N+](=O)[O-])OC1=CC=CC=C1)OC1=C(C=C(C(=C1)Cl)Br)Cl (2-chloro-4-nitro-5-phenoxy-1-(2,5-dichloro-4-bromo-phenoxy)-benzene), C(C=C)N (allylamine). Solvent: O1CCOCC1 (dioxane). RXN SMILES: [Cl:1][C:2]1[CH:7]=[C:6]([N+:8]([O-:10])=[O:9])[C:5](OC2C=CC=CC=2)=[CH:4][C:3]=1[O:18][C:19]1[CH:24]=[C:23]([Cl:25])[C:22]([Br:26])=[CH:21][C:20]=1[Cl:27].[CH2:28]([NH2:31])[CH:29]=[CH2:30]>O1CCOCC1>[Cl:1][C:2]1[CH:7]=[C:6]([N+:8]([O-:10])=[O:9])[C:5]([NH:31][CH2:28][CH:29]=[CH2:30])=[CH:4][C:3]=1[O:18][C:19]1[CH:24]=[C:23]([Cl:25])[C:22]([Br:26])=[CH:21][C:20]=1[Cl:27]. Yields the product ClC1=C(C=C(NCC=C)C(=C1)[N+](=O)[O-])OC1=C(C=C(C(=C1)Cl)Br)Cl (4-Chloro-3-(2,5-dichloro-4-bromo-phenoxy)-6-nitro-N-allyl-aniline). Reactants: BrC=1C=C2C(=NC1)SC(=N2)NC(C)=O (N-(6-bromo[1,3]thiazolo[5,4-b]pyridin-2-yl)acetamide), CC1(CC=2C(=NC=NC2CC1)N1CCOC2=C(C1)C=C(C=C2)B(O)O)C ([4-(6,6-dimethyl-5,6,7,8-tetrahydroquinazolin-4-yl)-2,3,4,5-tetrahydro-1,4-benzoxazepin-7-yl]boronic acid). Yields the product CC1(CC=2C(=NC=NC2CC1)N1CCOC2=C(C1)C=C(C=C2)C=2C=C1C(=NC2)SC(=N1)N)C (6-[4-(6,6-dimethyl-5,6,7,8-tetrahydroquinazolin-4-yl)-2,3,4,5-tetrahydro-1,4-benzoxazepin-7-yl][1,3]thiazolo[5,4-b]pyridin-2-amine). RXN SMILES: Br[C:2]1[CH:3]=[C:4]2[N:10]=[C:9]([NH:11]C(=O)C)[S:8][C:5]2=[N:6][CH:7]=1.[CH3:15][C:16]1([CH3:40])[CH2:25][CH2:24][C:23]2[N:22]=[CH:21][N:20]=[C:19]([N:26]3[CH2:32][C:31]4[CH:33]=[C:34](B(O)O)[CH:35]=[CH:36][C:30]=4[O:29][CH2:28][CH2:27]3)[C:18]=2[CH2:17]1>>[CH3:15][C:16]1([CH3:40])[CH2:25][CH2:24][C:23]2[N:22]=[CH:21][N:20]=[C:19]([N:26]3[CH2:32][C:31]4[CH:33]=[C:34]([C:2]5[CH:3]=[C:4]6[N:10]=[C:9]([NH2:11])[S:8][C:5]6=[N:6][CH:7]=5)[CH:35]=[CH:36][C:30]=4[O:29][CH2:28][CH2:27]3)[C:18]=2[CH2:17]1. Procedure: Prepared according to the method of example 5 by using N-(6-bromo[1,3]thiazolo[5,4-b]pyridin-2-yl)acetamide (Journal of Heterocyclic Chemistry (2003), 40, 261-268) and [4-(6,6-dimethyl-5,6,7,8-tetrahydroquinazolin-4-yl)-2,3,4,5-tetrahydro-1,4-benzoxazepin-7-yl]boronic acid (reagent preparation 23) in step 1. 1H NMR (400 MHz, d6-DMSO): 8.38 (m, 2H), 7.88 (brs, 2H), 7.83 (d, 1H), 7.72 (d, 1H), 7.76 (dd, 1H), 7.05 (d, 1H), 4.63 (s, 2H), 4.33 (m, 2H), 3.83 (m, 2H), 2.72 (m, 2H), 2.46 (s, 2H), 1.61 (... Starting materials: CC1=CC=NC=2CC(CC(C12)=O)C1=CSC=C1 (4-methyl-7-(3-thienyl)-5,6,7,8-tetrahydroquinolin-5-one), C(=N)(N)NN.Cl (aminoguanidine hydrochloride), Cl (hydrochloric acid). Run in C(C)O (ethanol). The product is Cl.N(C(=N)N)N=C1C=2C(=CC=NC2CC(C1)C1=CSC=C1)C (5-guanidinoimino-4-methyl-7-(3-thienyl)-5,6,7,8-tetrahydroquinoline hydrochloride). The yield is 107.9%. As a reaction SMILES: [CH3:1][C:2]1[C:11]2[C:10](=O)[CH2:9][CH:8]([C:13]3[CH:17]=[CH:16][S:15][CH:14]=3)[CH2:7][C:6]=2[N:5]=[CH:4][CH:3]=1.[C:18]([NH:21][NH2:22])([NH2:20])=[NH:19].[ClH:23].Cl>C(O)C>[ClH:23].[NH:21]([N:22]=[C:10]1[CH2:9][CH:8]([C:13]2[CH:17]=[CH:16][S:15][CH:14]=2)[CH2:7][C:6]2[N:5]=[CH:4][CH:3]=[C:2]([CH3:1])[C:11]1=2)[C:18]([NH2:20])=[NH:19] |f:1.2,5.6|. Procedure: A mixture of 4-methyl-7-(3-thienyl)-5,6,7,8-tetrahydroquinolin-5-one (243 mg), aminoguanidine hydrochloride (122 mg) and concentrated hydrochloric acid (0.2 ml) in ethanol (3 ml) was refluxed for 2 hours. The reaction solution was cooled, and precipitated crystals were filtered, washed with ethanol and dried to give 5-guanidinoimino-4-methyl-7-(3-thienyl)-5,6,7,8-tetrahydroquinoline hydrochloride (Compound 100) (362 mg) as colorless crystals.